From a dataset of the Open Reaction Database (ORD), a public repository of structured organic reaction records. describe an organic reaction: reactants, conditions, products, and yield Starting materials: CC(C)OC(=O)CC(=O)CBr, CCCCCCCCCC, CC(C)O, [K+], [K+], [K+], O=P([O-])([O-])[O-], O=P(O)(O)O. Product: CC(C)OC(=O)CC(O)CBr. RXN SMILES: [Br:24][CH2:25][C:26]([CH2:27][C:28](=[O:29])[O:30][CH:31]([CH3:32])[CH3:33])=[O:34].[CH3:14][CH2:15][CH2:16][CH2:17][CH2:18][CH2:19][CH2:20][CH2:21][CH2:22][CH3:23].[CH3:35][CH:36]([OH:37])[CH3:38].[K+:13].[K+:6].[K+:7].[P:1]([O-:2])([O-:3])([O-:4])=[O:5].[P:8]([OH:9])([OH:10])([OH:11])=[O:12]>>[Br:24][CH2:25][CH:26]([CH2:27][C:28](=[O:29])[O:30][CH:31]([CH3:32])[CH3:33])[OH:34]. Starting materials: FC(C(CC(=O)O)CC(=O)O)(F)F (3-(trifluoromethyl)glutaric acid), C(C)(=O)OC(C)=O (acetic anhydride). The solvent is hexanes, C(Cl)(Cl)Cl (CHCl3). Yields the product FC(C1CC(=O)OC(C1)=O)(F)F (3-(trifluoromethyl)glutaric anhydride). Isolated yield 89.6%. As a reaction SMILES: [F:1][C:2]([F:13])([F:12])[CH:3]([CH2:8][C:9]([OH:11])=[O:10])[CH2:4][C:5](O)=[O:6].C(OC(=O)C)(=O)C>C(Cl)(Cl)Cl>[F:1][C:2]([F:13])([F:12])[CH:3]1[CH2:8][C:9](=[O:11])[O:10][C:5](=[O:6])[CH2:4]1. Procedure: Into a 2 liter 3-necked flask equipped with a mechanical stirrer and reflux condenser were added 320 g (1.6 mol) 3-(trifluoromethyl)glutaric acid and 0.775 ml acetic anhydride. The solution was refluxed for 2.5 hours and allowed to cool to room temperature. The majority of the acetic anhydride was removed in vacuo (80° C.) to afford a brown solid which was dissolved in 800 ml of CHCl3 on a steam bath. Following the addition of 200 ml hexanes, a white precipitate began to form. Further crystalliz... Starting materials: C([O-])([O-])=O.[K+].[K+] (potassium carbonate), OC1=C(C=CC=C1)S(=O)(=O)N (2-hydroxybenzenesulfonamide), CN(S(=O)(=O)Cl)C (dimethylaminosulfonyl chloride). Run in C(C)#N (acetonitrile). Run at time 10 minute. The product is CN(S(=O)(=O)OC1=C(C=CC=C1)S(=O)(=O)N)C (2-(Dimethylaminosulfonyloxy)-benzenesulfonamide). Isolated yield 70.1%. Reaction SMILES: C(=O)([O-])[O-].[K+].[K+].[OH:7][C:8]1[CH:13]=[CH:12][CH:11]=[CH:10][C:9]=1[S:14]([NH2:17])(=[O:16])=[O:15].[CH3:18][N:19]([CH3:24])[S:20](Cl)(=[O:22])=[O:21]>C(#N)C>[CH3:18][N:19]([CH3:24])[S:20]([O:7][C:8]1[CH:13]=[CH:12][CH:11]=[CH:10][C:9]=1[S:14]([NH2:17])(=[O:15])=[O:16])(=[O:22])=[O:21] |f:0.1.2|. Procedure details: 4.0 g (29 mmol) of potassium carbonate were added to a solution of 5.0 g (29 mmol) of 2-hydroxybenzenesulfonamide in 200 ml of acetonitrile at 25° C. Stirring was carried out for 10 minutes, after which 4.1 g (29 mmol) of dimethylaminosulfonyl chloride were added dropwise at 25° C. and stirring was continued for a further 16 hours at this temperature. The volatile constituents were removed under reduced pressure from a water pump, the residue was taken up in ethyl acetate, the solution was dried... Starting materials: Cl (Hydrogen chloride), Cl.FC(C(C1=CC=C(C=C1)C1=C(C=CC(=C1)F)OC)N)(F)F (2,2,2-trifluoro-1-(5′-fluoro-2′-methoxy-biphenyl-4-yl)-ethylamine hyrochloride), FC(OC1=C(C=CC=C1)S(=O)(=O)Cl)(F)F (2-trifluoromethoxyphenyl sulfonyl chloride), FC=1C=CC(=C(C1)C1=CC=C(C=C1)C=NS(=O)CC(C)C)OC (2-methyl-propane sulfinic acid 5′-fluoro-2′-methoxy-biphenyl-4-ylmethylene amide), C(CCC)[N+](CCCC)(CCCC)CCCC (tetrabutyl ammonium), FC(F)(F)[Si](C)(C)C (trifluoromethyltrimethylsilane), FC(C(C1=CC=C(C=C1)C1=C(C=CC(=C1)F)OC)NS(=O)CC(C)C)(F)F (2-methyl-propane sulfinic acid [2,2,2-trifluoro-1-(5′-fluoro-2′-methoxy-biphenyl-4-yl)-ethyl]-amide), solution, Cl (Hydrogen chloride). Run in ClCCl (dichloromethane), N1=CC=CC=C1 (pyridine), O1CCCC1 (tetrahydrofuran), CO (methanol), CCOCC (ether). Reaction conditions: temperature -10 celsius, time 3 hour. Product: FC(C(C1=CC=C(C=C1)C1=C(C=CC(=C1)F)OC)NS(=O)(=O)C1=C(C=CC=C1)OC(F)(F)F)(F)F (N-[2,2,2-Trifluoro-1-(5′-fluoro-2′-methoxy-biphenyl-4-yl)-ethyl]-2-trifluoromethoxy-benzenesulfonamide). As a reaction SMILES: FC1C=CC(OC)=C(C2C=CC(C=NS(CC(C)C)=O)=CC=2)C=1.C([N+](CCCC)(CCCC)CCCC)CCC.FC([Si](C)(C)C)(F)F.FC(F)(F)C(NS(CC(C)C)=O)C1C=CC(C2C=C(F)C=CC=2OC)=CC=1.Cl.Cl.[F:78][C:79]([F:98])([F:97])[CH:80]([NH2:96])[C:81]1[CH:86]=[CH:85][C:84]([C:87]2[CH:92]=[C:91]([F:93])[CH:90]=[CH:89][C:88]=2[O:94][CH3:95])=[CH:83][CH:82]=1.[F:99][C:100]([F:113])([F:112])[O:101][C:102]1[CH:107]=[CH:106][CH:105]=[CH:104][C:103]=1[S:108](Cl)(=[O:110])=[O:109]>O1CCCC1.CO.CCOCC.N1C=CC=CC=1.ClCCl>[F:98][C:79]([F:78])([F:97])[CH:80]([NH:96][S:108]([C:103]1[CH:104]=[CH:105][CH:106]=[CH:107][C:102]=1[O:101][C:100]([F:99])([F:112])[F:113])(=[O:110])=[O:109])[C:81]1[CH:82]=[CH:83][C:84]([C:87]2[CH:92]=[C:91]([F:93])[CH:90]=[CH:89][C:88]=2[O:94][CH3:95])=[CH:85][CH:86]=1 |f:5.6|. Procedure details: To a solution of 4-bromobenzaldehyde (3.06 g, 16.5 mmol) in toluene (60 ml) was added 5-fluoro-2-methoxyphenyl boronic acid (3.10 g, 18.2 mmol), 2M sodium carbonate solution (16.5 ml) and tetrakis(triphenylphosphine)palladium (0) (1 g, 0.86 mmol). The solution was refluxed for 48 h then cooled to ambient temperature, washed with water, brine and dried over anhydrous sodium sulfate. Evaporation of solvent gave a residue that was flash chromatographed over silica gel eluting with 1:1 ethyl acetate... Reactants: C([O-])([O-])=O.[Na+].[Na+] (sodium carbonate), COC1=C(CN(S(=O)(=O)C2=CC3=CC=CC(=C3C=C2)B2OC(C(O2)(C)C)(C)C)C2=NC=NS2)C=CC(=C1)OC (N-(2,4-dimethoxybenzyl)-5-(4,4,5,5-tetramethyl-1,3,2-dioxaborolan-2-yl)-N-(1,2,4-thiadiazol-5-yl)naphthalene-2 sulfonamide), COC1=C(CN(S(=O)(=O)C2=CC3=CC=CC(=C3C=C2)B2OC(C(O2)(C)C)(C)C)C2=NC=NS2)C=CC(=C1)OC (N-(2,4-dimethoxybenzyl)-5-(4,4,5,5-tetramethyl-1,3,2-dioxaborolan-2-yl)-N-(1,2,4-thiadiazol-5-yl)naphthalene-2 sulfonamide), BrC1=C(C=CC(=C1)C(F)(F)F)I (2-bromo-1-iodo-4-(trifluoromethyl)benzene). Reagents/catalysts: C1=CC=C(C=C1)P([C-]2C=CC=C2)C3=CC=CC=C3.C1=CC=C(C=C1)P([C-]2C=CC=C2)C3=CC=CC=C3.Cl[Pd]Cl.[Fe+2].C(Cl)Cl (Pd(dppf)Cl2 DCM). The solvent is C(C)(C)(C)O (t-butanol), O1CCOCC1 (Dioxane), O (water), O (water). Reaction conditions: temperature 50 celsius, time 4 hour. The product is BrC1=C(C=CC(=C1)C(F)(F)F)C1=C2C=CC(=CC2=CC=C1)S(=O)(=O)N(C1=NC=NS1)CC1=C(C=C(C=C1)OC)OC (5-(2-bromo-4-(trifluoromethyl)phenyl)-N-(2,4-dimethoxybenzyl)-N-(1,2,4-thiadiazol-5-yl)naphthalene-2-sulfonamide). The yield is 69.8%. RXN SMILES: [CH3:1][O:2][C:3]1[CH:37]=[C:36]([O:38][CH3:39])[CH:35]=[CH:34][C:4]=1[CH2:5][N:6]([C:29]1[S:33][N:32]=[CH:31][N:30]=1)[S:7]([C:10]1[CH:19]=[CH:18][C:17]2[C:12](=[CH:13][CH:14]=[CH:15][C:16]=2B2OC(C)(C)C(C)(C)O2)[CH:11]=1)(=[O:9])=[O:8].[Br:40][C:41]1[CH:46]=[C:45]([C:47]([F:50])([F:49])[F:48])[CH:44]=[CH:43][C:42]=1I.C(=O)([O-])[O-].[Na+].[Na+]>C1C=CC(P(C2C=CC=CC=2)[C-]2C=CC=C2)=CC=1.C1C=CC(P(C2C=CC=CC=2)[C-]2C=CC=C2)=CC=1.Cl[Pd]Cl.[Fe+2].C(Cl)Cl.O.C(O)(C)(C)C.O1CCOCC1>[Br:40][C:41]1[CH:46]=[C:45]([C:47]([F:48])([F:49])[F:50])[CH:44]=[CH:43][C:42]=1[C:12]1[CH:13]=[CH:14][CH:15]=[C:16]2[C:17]=1[CH:18]=[CH:19][C:10]([S:7]([N:6]([CH2:5][C:4]1[CH:34]=[CH:35][C:36]([O:38][CH3:39])=[CH:37][C:3]=1[O:2][CH3:1])[C:29]1[S:33][N:32]=[CH:31][N:30]=1)(=[O:9])=[O:8])=[CH:11]2 |f:2.3.4,5.6.7.8.9|. Reported procedure: A reaction vessel was charged with N-(2,4-dimethoxybenzyl)-5-(4,4,5,5-tetramethyl-1,3,2-dioxaborolan-2-yl)-N-(1,2,4-thiadiazol-5-yl)naphthalene-2 sulfonamide (Intermediate E) (4 g, 7.05 mmol), 2-bromo-1-iodo-4-(trifluoromethyl)benzene (4.95 g, 14.10 mmol) and Pd(dppf)Cl2 DCM (1.151 g, 1.410 mmol). Dioxane (35.2 mL) and t-butanol (35.2 mL) were added to the reaction mixture followed by sodium carbonate in water (1.9 M) (11.13 mL, 21.15 mmol). The reaction vial was then swept with nitrogen and sea... The reactants are NCC1CCN(CC1)C1=NC(=CC(=N1)\C=C/1\C(NC(S1)=O)=O)OC ((Z)-5-((2-(4-(aminomethyl)piperidin-1-yl)-6-methoxypyrimidin-4-yl)methylene)thiazolidine-2,4-dione), FC1=CC=CC(=N1)C=O (6-fluoropicolinaldehyde). Product: FC1=CC=CC(=N1)CNCC1CCN(CC1)C1=NC(=CC(=N1)\C=C/1\C(NC(S1)=O)=O)OC ((Z)-5-((2-(4-((((6-fluoropyridin-2-yl)methyl)amino)methyl)piperidin-1-yl)-6-methoxypyrimidin-4-yl)methylene)thiazolidine-2,4-dione). Reaction SMILES: [NH2:1][CH2:2][CH:3]1[CH2:8][CH2:7][N:6]([C:9]2[N:14]=[C:13](/[CH:15]=[C:16]3/[C:17](=[O:22])[NH:18][C:19](=[O:21])[S:20]/3)[CH:12]=[C:11]([O:23][CH3:24])[N:10]=2)[CH2:5][CH2:4]1.[F:25][C:26]1[N:31]=[C:30]([CH:32]=O)[CH:29]=[CH:28][CH:27]=1>>[F:25][C:26]1[N:31]=[C:30]([CH2:32][NH:1][CH2:2][CH:3]2[CH2:8][CH2:7][N:6]([C:9]3[N:14]=[C:13](/[CH:15]=[C:16]4/[C:17](=[O:22])[NH:18][C:19](=[O:21])[S:20]/4)[CH:12]=[C:11]([O:23][CH3:24])[N:10]=3)[CH2:5][CH2:4]2)[CH:29]=[CH:28][CH:27]=1. Reported procedure: (Z)-5-((2-(4-((((6-fluoropyridin-2-yl)methyl)amino)methyl)piperidin-1-yl)-6-methoxypyrimidin-4-yl)methylene)thiazolidine-2,4-dione was prepared using (Z)-5-((2-(4-(aminomethyl)piperidin-1-yl)-6-methoxypyrimidin-4-yl)methylene)thiazolidine-2,4-dione (Example 153), the general reductive amination procedure and 6-fluoropicolinaldehyde (26.1 mg, 59 mg theoretical, 43.9%). LC-MS m/z 459 (M+1). The reactants are N#CCCCCC(N)=O, CO, CN1CCCC1=O, O. Yields the product NCCCCCC(N)=O. Reaction SMILES: [C:9](#[N:10])[CH2:11][CH2:12][CH2:13][CH2:14][C:15](=[O:16])[NH2:17].[CH3:18][OH:19].[CH3:1][N:2]1[CH2:3][CH2:4][CH2:5][C:6]1=[O:7].[OH2:8]>>[CH2:9]([NH2:10])[CH2:11][CH2:12][CH2:13][CH2:14][C:15](=[O:16])[NH2:17]. Starting materials: CN(CCCN)C (N,N-Dimethyl-1,3-propanediamine), C(CCCCCCCCCCCCCCCCC)N1C(=NC2=C1C=CC=C2)C(=O)OCC (ethyl 1-octadecyl-1H-benzimidazole-2-carboxylate). Run at temperature 125 celsius, time 15 hour. Product: CN(CCCNC(=O)C1=NC2=C(N1CCCCCCCCCCCCCCCCCC)C=CC=C2)C (N-[3-(Dimethylamino)propyl]-1-octadecyl-1H-benzimidazole-2-carboxamide). Isolated yield 87.5%. Reaction SMILES: [CH3:1][N:2]([CH3:7])[CH2:3][CH2:4][CH2:5][NH2:6].[CH2:8]([N:26]1[C:30]2[CH:31]=[CH:32][CH:33]=[CH:34][C:29]=2[N:28]=[C:27]1[C:35](OCC)=[O:36])[CH2:9][CH2:10][CH2:11][CH2:12][CH2:13][CH2:14][CH2:15][CH2:16][CH2:17][CH2:18][CH2:19][CH2:20][CH2:21][CH2:22][CH2:23][CH2:24][CH3:25]>>[CH3:1][N:2]([CH3:7])[CH2:3][CH2:4][CH2:5][NH:6][C:35]([C:27]1[N:26]([CH2:8][CH2:9][CH2:10][CH2:11][CH2:12][CH2:13][CH2:14][CH2:15][CH2:16][CH2:17][CH2:18][CH2:19][CH2:20][CH2:21][CH2:22][CH2:23][CH2:24][CH3:25])[C:30]2[CH:31]=[CH:32][CH:33]=[CH:34][C:29]=2[N:28]=1)=[O:36]. Procedure details: N,N-Dimethyl-1,3-propanediamine (0.818 g) was added to ethyl 1-octadecyl-1H-benzimidazole-2-carboxylate (1.771 g) and the mixture was stirred for 15 hours at 125° C. The reaction mixture was purified by silica gel column chromatography (silica gel 60 g, chloroform:methanol=30:1), thereby yielding the entitled compound (1.746 g) as pale yellow oil. Reactants: FC1=CC=C(C=C1)[C@H](C(=O)N1N=CC[C@H]1C(=O)O)O ((5S)-1-[(2R)-2-(4-fluorophenyl)-2-hydroxyacetyl]-4,5-dihydro-1H-pyrazole-5-carboxylic acid), CN1CCOCC1 (N-methylmorpholine), [OH-].[Na+] (NaOH), CN(C)C(=[N+](C)C)ON1C2=C(C=CC=C2)N=N1.[B-](F)(F)(F)F (TBTU), ClC=1C=CC(=C(CNC(OC(C)(C)C)=O)C1)N1N=NN=C1 (tert-butyl 5-chloro-2-(1H-tetrazol-1-yl)benzylcarbamate), Cl (HCl). Solvent: CC(C)(C)OC (TBME), O (Water), C(C)#N (acetonitrile), CCOC(=O)C (EtOAc). Reaction conditions: time 4 hour. Yields the product ClC=1C=CC(=C(CNC(=O)[C@@H]2CC=NN2C([C@H](O)C2=CC=C(C=C2)F)=O)C1)N1N=NN=C1 ((5S)—N-[5-Chloro-2-(1H-tetrazol-1-yl)benzyl]-1-[(2R)-2-(4-fluorophenyl)-2-hydroxyacetyl]-4,5-dihydro-1H-pyrazole-5-carboxamide), solid. The yield is 59.0%. Reaction SMILES: [Cl:1][C:2]1[CH:3]=[CH:4][C:5]([N:17]2[CH:21]=[N:20][N:19]=[N:18]2)=[C:6]([CH:16]=1)[CH2:7][NH:8][C:9](=[O:15])OC(C)(C)C.Cl.[OH-].[Na+].[F:25][C:26]1[CH:31]=[CH:30][C:29]([C@@H:32]([OH:43])[C:33]([N:35]2[C@H:39](C(O)=O)[CH2:38][CH:37]=[N:36]2)=[O:34])=[CH:28][CH:27]=1.CN1CCOCC1.CN(C(ON1N=NC2C=CC=CC1=2)=[N+](C)C)C.[B-](F)(F)(F)F>C(#N)C.CCOC(C)=O.CC(OC)(C)C.O>[Cl:1][C:2]1[CH:3]=[CH:4][C:5]([N:17]2[CH:21]=[N:20][N:19]=[N:18]2)=[C:6]([CH:16]=1)[CH2:7][NH:8][C:9]([C@H:39]1[N:35]([C:33](=[O:34])[C@@H:32]([C:29]2[CH:30]=[CH:31][C:26]([F:25])=[CH:27][CH:28]=2)[OH:43])[N:36]=[CH:37][CH2:38]1)=[O:15] |f:2.3,6.7|. Procedure: In an open vessel, tert-butyl 5-chloro-2-(1H-tetrazol-1-yl)benzylcarbamate (14 g, 45.20 mmol, prepared as described in J. Med. Chem. 2004, 47, 2995, was suspended in acetonitrile (80 mL). HCl (6 M aqueous solution, 37.7 mL, 225.99 mmol) was added and the mixture was then stirred at room temperature for 4 hours. Water (200 mL) and TBME (100 mL) were added. To the aqueous phase and under ice-cooling was added EtOAc (200 mL) followed by slow addition of 2 M NaOH (aq., 130 mL). The organic phase was...